This data is from the Open Reaction Database (ORD), a public repository of structured organic reaction records. The task is: describe an organic reaction: reactants, conditions, products, and yield Starting materials: FC1=CC=C2C(=NNC2=C1)C1CCN(CC1)CCN (2-[4-(6-fluoro-1H-3-indazolyl)-1-piperidinyl]ethylamine), FC=1C=C2C(C(=O)OC2=O)=CC1 (4-fluorophthalic anhydride), CN(C)C=O (DMF), C(Cl)Cl.CO (DCM MeOH). Run at time 2.5 hour. Product: C(\C=C/C(=O)O)(=O)O.FC=1C=C(C(C(=O)NCCN2CCC(CC2)C2=NNC3=CC(=CC=C23)F)=CC1)C(=O)N (4-Fluoro-N-[2-[4-(6-fluoro-1H-indazol-3-yl)-1-piperidinyl]ethyl]phthalamide maleate). As a reaction SMILES: [F:1][C:2]1[CH:10]=[C:9]2[C:5]([C:6]([CH:11]3[CH2:16][CH2:15][N:14]([CH2:17][CH2:18][NH2:19])[CH2:13][CH2:12]3)=[N:7][NH:8]2)=[CH:4][CH:3]=1.[F:20][C:21]1[CH:22]=[C:23]2[C:28](=[O:29])[O:27][C:25](=[O:26])[C:24]2=[CH:30][CH:31]=1.C(Cl)Cl.CO.C[N:38]([CH:40]=[O:41])C>>[C:28]([OH:27])(=[O:29])/[CH:23]=[CH:24]\[C:25]([OH:26])=[O:41].[F:20][C:21]1[CH:31]=[C:30]([C:40]([NH2:38])=[O:41])[C:24](=[CH:23][CH:22]=1)[C:25]([NH:19][CH2:18][CH2:17][N:14]1[CH2:13][CH2:12][CH:11]([C:6]2[C:5]3[C:9](=[CH:10][C:2]([F:1])=[CH:3][CH:4]=3)[NH:8][N:7]=2)[CH2:16][CH2:15]1)=[O:26] |f:2.3,5.6|. Reported procedure: To a solution of 2-[4-(6-fluoro-1H-3-indazolyl)-1-piperidinyl]ethylamine (6.1 g, 23.3 mmol) in DMF (230 ml) was added 4-fluorophthalic anhydride (4.2 g, 25.5 mmol) at room temperature under nitrogen. The reaction mixture was warmed to 80 C. for 2.5 hours at which time it was allowed to cool to room temperature. The DMF was removed under reduced pressure to give a brown oil which was dissolved into DCM/MeOH. Purification via flash column chromatography (silica gel, 2% MeOH/DCM) afforded 3.6 g of ... Reactants: COc1ccc(Br)c([N+](=O)[O-])c1, Cc1ccccc1, [Cu]I, CCCC[Sn](CCCC)(CCCC)c1cc2ccc(OC)cc2n1S(=O)(=O)c1ccccc1, c1ccc(P(c2ccccc2)(c2ccccc2)[Pd](P(c2ccccc2)(c2ccccc2)c2ccccc2)(P(c2ccccc2)(c2ccccc2)c2ccccc2)P(c2ccccc2)(c2ccccc2)c2ccccc2)cc1. Product: COc1ccc(-c2cc3ccc(OC)cc3n2S(=O)(=O)c2ccccc2)c([N+](=O)[O-])c1. RXN SMILES: [Br:34][c:35]1[c:36]([N+:43](=[O:44])[O-:45])[cH:37][c:38]([O:41][CH3:42])[cH:39][cH:40]1.[CH3:125][c:126]1[cH:127][cH:128][cH:129][cH:130][cH:131]1.[Cu:123][I:124].[c:1]1([S:7](=[O:8])(=[O:9])[n:10]2[c:11]([Sn:21]([CH2:22][CH2:23][CH2:24][CH3:25])([CH2:26][CH2:27][CH2:28][CH3:29])[CH2:30][CH2:31][CH2:32][CH3:33])[cH:12][c:13]3[cH:14][cH:15][c:16]([O:19][CH3:20])[cH:17][c:18]23)[cH:2][cH:3][cH:4][cH:5][cH:6]1.[cH:46]1[cH:47][cH:48][c:49]([P:50]([Pd:51]([P:52]([c:53]2[cH:54][cH:55][cH:56][cH:57][cH:58]2)([c:59]2[cH:60][cH:61][cH:62][cH:63][cH:64]2)[c:65]2[cH:66][cH:67][cH:68][cH:69][cH:70]2)([P:71]([c:72]2[cH:73][cH:74][cH:75][cH:76][cH:77]2)([c:78]2[cH:79][cH:80][cH:81][cH:82][cH:83]2)[c:84]2[cH:85][cH:86][cH:87][cH:88][cH:89]2)[P:90]([c:91]2[cH:92][cH:93][cH:94][cH:95][cH:96]2)([c:97]2[cH:98][cH:99][cH:100][cH:101][cH:102]2)[c:103]2[cH:104][cH:105][cH:106][cH:107][cH:108]2)([c:109]2[cH:110][cH:111][cH:112][cH:113][cH:114]2)[c:115]2[cH:116][cH:117][cH:118][cH:119][cH:120]2)[cH:121][cH:122]1>>[c:1]1([S:7](=[O:8])(=[O:9])[n:10]2[c:11](-[c:35]3[c:36]([N+:43](=[O:44])[O-:45])[cH:37][c:38]([O:41][CH3:42])[cH:39][cH:40]3)[cH:12][c:13]3[cH:14][cH:15][c:16]([O:19][CH3:20])[cH:17][c:18]23)[cH:2][cH:3][cH:4][cH:5][cH:6]1.